Dataset: the Open Reaction Database (ORD), a public repository of structured organic reaction records. Task: describe an organic reaction: reactants, conditions, products, and yield The reactants are IC=1C(=C(C(=O)O)C=CC1)C (3-iodo-2-methylbenzoic acid), IC (iodomethane), Cl (hydrochloric acid), C(CCC)[Li] (n-butyllithium), C(C)(C)NC(C)C (diisopropylamine). Run in O1CCCC1 (tetrahydrofuran), O1CCCC1 (tetrahydrofuran). Conditions: temperature -50 celsius, time 30 minute. Product: IC=1C(=C(C(=O)O)C=CC1)CC (3-iodo-2-ethylbenzoic acid). Isolated yield 103.9%. As a reaction SMILES: C([Li])CCC.C(N[CH:10]([CH3:12])[CH3:11])(C)C.[I:13][C:14]1C(C)=[C:16]([CH:20]=[CH:21][CH:22]=1)[C:17]([OH:19])=[O:18].IC.Cl>O1CCCC1>[I:13][C:14]1[C:12]([CH2:10][CH3:11])=[C:16]([CH:20]=[CH:21][CH:22]=1)[C:17]([OH:19])=[O:18]. Procedure details: A n-butyllithium-1.58M n-hexane solution (36.2 ml, 57.2 mmol) was added dropwise to a solution of diisopropylamine (8.02 ml, 57.2 mmol) in tetrahydrofuran (114 ml) under ice-cooling, and the mixture was further stirred for 30 minutes. After the reaction mixture was cooled to −50° C., a solution of 3-iodo-2-methylbenzoic acid (5.00 g, 19.1 mmol) in tetrahydrofuran (38 ml) was added thereto. After the mixture was stirred for 1 hour, iodomethane (9.51 ml, 153 mmol) was added thereto and the tempera... Starting materials: C(C)(C)(C)OC(=O)N1CC(C(C1)NC(=O)OCC[Si](C)(C)C)C(NC1=CC(=CC=C1)F)=O (3-(3-Fluoro-phenylcarbamoyl)-4-(2-trimethylsilanyl-ethoxycarbonylamino)-pyrrolidine-1-carboxylic acid tert-butyl ester), CCCC[N+](CCCC)(CCCC)CCCC.[F-] (TBAF), O (water). Solvent: CCOCC (ether). Reaction conditions: time 8 hour. The product is NC1CN(CC1C(NC1=CC(=CC=C1)F)=O)C(=O)OC(C)(C)C (tert-Butyl 3-amino-4-(3-fluoro-phenylcarbamoyl)-pyrrolidine-1-carboxylate). Isolated yield 60.3%. As a reaction SMILES: [C:1]([O:5][C:6]([N:8]1[CH2:12][CH:11]([NH:13]C(OCC[Si](C)(C)C)=O)[CH:10]([C:23](=[O:32])[NH:24][C:25]2[CH:30]=[CH:29][CH:28]=[C:27]([F:31])[CH:26]=2)[CH2:9]1)=[O:7])([CH3:4])([CH3:3])[CH3:2].CCCC[N+](CCCC)(CCCC)CCCC.[F-].O>CCOCC>[NH2:13][CH:11]1[CH:10]([C:23](=[O:32])[NH:24][C:25]2[CH:30]=[CH:29][CH:28]=[C:27]([F:31])[CH:26]=2)[CH2:9][N:8]([C:6]([O:5][C:1]([CH3:4])([CH3:3])[CH3:2])=[O:7])[CH2:12]1 |f:1.2|. Reported procedure: To 3-(3-Fluoro-phenylcarbamoyl)-4-(2-trimethylsilanyl-ethoxycarbonylamino)-pyrrolidine-1-carboxylic acid tert-butyl ester (1700.00 mg; 3.64 mmol; 1.00 eq.) was added of TBAF (2851.67 mg; 10.91 mmol; 3.00 eq.) (1.0M in THF 11 ml). The resulting mixture was stirred overnight. The reaction mixture was poured into water, washed with brine, then 5% NaHCO3, brine, dried and concentrated to give the crude, which was added of ether (5 ml). The precipitated white solid was filtered to afford the title co...